This data is from the Open Reaction Database (ORD), a public repository of structured organic reaction records. The task is: describe an organic reaction: reactants, conditions, products, and yield The reactants are [N+](=O)([O-])C1=CC=C(COC(=O)N2C(CC(C2)SC(C)=O)C(=O)O)C=C1 (4-acetylsulfanyl-pyrrolidine-1,2-dicarboxylic acid 1-(4-nitrobenzyl) ester), C([O-])([O-])=O.[K+].[K+] (potassium carbonate), [N+](=O)([O-])C=1C=C(C=C(C(=O)O)C1)C(=O)O (5-nitro-isophthalic acid), C(C=C)Br (allyl bromide). The solvent is CC(=O)N(C)C (dimethylacetamide). Yields the product C(C=C)OC(C1=CC(=CC(=C1)C(N(C)OC)=O)N)=O (3-amino-5(N-methyl-methoxycarbamoyl)-benzoic acid allyl ester), C(C=C)OC(C=1C=C(C(=O)O)C=C(C1)[N+](=O)[O-])=O (5-nitro-isophthalic acid 3-allyl ester). Conditions: time 4 hour. Procedure: Starting material (1(c)) was prepared as described in Example 1. Starting material 7(d) was prepared as follows. A mixture of potassium carbonate (17.00 g), 5-nitro-isophthalic acid (52.00 g), allyl bromide and dimethylacetamide (400 ml) was stirred at 90° for 4 h. Dimethylacetamide was evaporated away under reduced pressure and the residue was dissolved in ethyl acetate, washed with water (2×300 ml) and then extracted with aqueous saturated sodium bicarbonate solution (3×300 ml). The extracts w... Reaction SMILES: [N+:1]([C:4]1[CH:25]=CC(COC(N2CC(SC(=O)C)CC2C(O)=O)=O)=C[CH:5]=1)([O-])=O.[C:26](=[O:29])([O-])[O-].[K+].[K+].[N+:32]([C:35]1[CH:36]=[C:37]([C:44]([OH:46])=[O:45])[CH:38]=[C:39]([CH:43]=1)[C:40]([OH:42])=[O:41])([O-:34])=[O:33].[CH2:47](Br)[CH:48]=[CH2:49]>CC(N(C)C)=O>[CH2:47]([O:46][C:44](=[O:45])[C:37]1[CH:38]=[C:39]([C:40](=[O:42])[N:1]([O:29][CH3:26])[CH3:4])[CH:43]=[C:35]([NH2:32])[CH:36]=1)[CH:48]=[CH2:49].[CH2:25]([O:45][C:44](=[O:46])[C:37]1[CH:38]=[C:39]([CH:43]=[C:35]([N+:32]([O-:34])=[O:33])[CH:36]=1)[C:40]([OH:42])=[O:41])[CH:4]=[CH2:5] |f:1.2.3|.